From a dataset of the Open Reaction Database (ORD), a public repository of structured organic reaction records. describe an organic reaction: reactants, conditions, products, and yield Reactants: N1C=C(C2=CC=CC=C12)C[C@@H](CN(C(OCC=C)=O)C1=CC(=NO1)C=1C=C2C=CN=CC2=CC1)NS(=O)(=O)C1=CC=C(C=C1)[N+](=O)[O-] (allyl(S)-3-(1H-indol-3-yl)-2-(4-nitrophenylsulfonamido)propyl(3-(isoquinolin-6-yl)isoxazol-5-yl)carbamate), C[Si](NO[Si](C)(C)C)(C)C (N,O-bis(trimethylsilyl)hydroxylamine). The reagents and catalysts are C=1C=CC(=CC1)[P](C=2C=CC=CC2)(C=3C=CC=CC3)[Pd]([P](C=4C=CC=CC4)(C=5C=CC=CC5)C=6C=CC=CC6)([P](C=7C=CC=CC7)(C=8C=CC=CC8)C=9C=CC=CC9)[P](C=1C=CC=CC1)(C=1C=CC=CC1)C=1C=CC=CC1 (Pd(PPh3)4). The solvent is C(Cl)Cl (DCM). Reaction conditions: time 15 minute. Yields the product N1C=C(C2=CC=CC=C12)C[C@@H](CNC1=CC(=NO1)C=1C=C2C=CN=CC2=CC1)NS(=O)(=O)C1=CC=C(C=C1)[N+](=O)[O-] (N-((S)-3-(1H-indol-3-yl)-1-(3-(isoquinolin-6-yl)isoxazol-5-ylamino)propan-2-yl)-4-nitrobenzenesulfonamide). Yield: 86.2%. RXN SMILES: [NH:1]1[C:9]2[C:4](=[CH:5][CH:6]=[CH:7][CH:8]=2)[C:3]([CH2:10][C@H:11]([NH:35][S:36]([C:39]2[CH:44]=[CH:43][C:42]([N+:45]([O-:47])=[O:46])=[CH:41][CH:40]=2)(=[O:38])=[O:37])[CH2:12][N:13]([C:20]2[O:24][N:23]=[C:22]([C:25]3[CH:26]=[C:27]4[C:32](=[CH:33][CH:34]=3)[CH:31]=[N:30][CH:29]=[CH:28]4)[CH:21]=2)C(=O)OCC=C)=[CH:2]1.C[Si](C)(C)NO[Si](C)(C)C>C(Cl)Cl.C1C=CC([P]([Pd]([P](C2C=CC=CC=2)(C2C=CC=CC=2)C2C=CC=CC=2)([P](C2C=CC=CC=2)(C2C=CC=CC=2)C2C=CC=CC=2)[P](C2C=CC=CC=2)(C2C=CC=CC=2)C2C=CC=CC=2)(C2C=CC=CC=2)C2C=CC=CC=2)=CC=1>[NH:1]1[C:9]2[C:4](=[CH:5][CH:6]=[CH:7][CH:8]=2)[C:3]([CH2:10][C@H:11]([NH:35][S:36]([C:39]2[CH:40]=[CH:41][C:42]([N+:45]([O-:47])=[O:46])=[CH:43][CH:44]=2)(=[O:37])=[O:38])[CH2:12][NH:13][C:20]2[O:24][N:23]=[C:22]([C:25]3[CH:26]=[C:27]4[C:32](=[CH:33][CH:34]=3)[CH:31]=[N:30][CH:29]=[CH:28]4)[CH:21]=2)=[CH:2]1 |^1:64,66,85,104|. Procedure details: To a solution of allyl(S)-3-(1H-indol-3-yl)-2-(4-nitrophenylsulfonamido)propyl(3-(isoquinolin-6-yl)isoxazol-5-yl)carbamate (100 mg, 153 μmol) in 2.5 mL of DCM was added Pd(PPh3)4 (5.3 mg, 4.6 μmol) and N,O-bis(trimethylsilyl)hydroxylamine (27 mg, 153 μmol). The mixture was stirred for 15 minutes and was then quenched with 2.5 mL saturated aqueous NH4Cl and the biphasic mixture was stirred for 2 hours. The mixture was then partitioned and the aqueous portion was extracted twice with DCM. The comb...